This data is from the Open Reaction Database (ORD), a public repository of structured organic reaction records. The task is: describe an organic reaction: reactants, conditions, products, and yield Starting materials: C1(=CC=CC=C1)C(=[N+]=[N-])C1=CC=CC=C1 (diphenyldiazomethane), OCC=1CS[C@H]2N(C1C(=O)O)C([C@H]2NC(CC=2SC=CC2)=O)=O (3-Hydroxymethyl-7β-(2'-thienylacetamido)ceph-3-em-4-carboxylic acid), CCOCC (ether). The solvent is petrol, O1CCCC1 (tetrahydrofuran). Product: OCC=1CS[C@H]2N(C1C(=O)OC(C1=CC=CC=C1)C1=CC=CC=C1)C([C@H]2NC(CC=2SC=CC2)=O)=O (Diphenylmethyl 3-hydroxymethyl-7β-(2'-thienylacetamido)-ceph-3-em-4-carboxylate). Reaction SMILES: [OH:1][CH2:2][C:3]1[CH2:4][S:5][C@@H:6]2[C@H:13]([NH:14][C:15](=[O:22])[CH2:16][C:17]3[S:18][CH:19]=[CH:20][CH:21]=3)[C:12](=[O:23])[N:7]2[C:8]=1[C:9]([OH:11])=[O:10].[C:24]1([C:30]([C:33]2[CH:38]=[CH:37][CH:36]=[CH:35][CH:34]=2)=[N+]=[N-])[CH:29]=[CH:28][CH:27]=[CH:26][CH:25]=1.CCOCC>O1CCCC1>[OH:1][CH2:2][C:3]1[CH2:4][S:5][C@@H:6]2[C@H:13]([NH:14][C:15](=[O:22])[CH2:16][C:17]3[S:18][CH:19]=[CH:20][CH:21]=3)[C:12](=[O:23])[N:7]2[C:8]=1[C:9]([O:11][CH:30]([C:24]1[CH:29]=[CH:28][CH:27]=[CH:26][CH:25]=1)[C:33]1[CH:38]=[CH:37][CH:36]=[CH:35][CH:34]=1)=[O:10]. Procedure: 3-Hydroxymethyl-7β-(2'-thienylacetamido)ceph-3-em-4-carboxylic acid (500 mg.) was dissolved in dry tetrahydrofuran and treated with a solution of diphenyldiazomethane (300 mg., 1.1 equiv.) in petrol. Nitrogen was evolved slowly, and after 21/2 hours the solution was evaporated, the residue dissolved in ethyl acetate, and the solution was washed with bicarbonate solution and re-evaporated. This gave a gum which solidified on trituration with ether (0.5 g.). A sample was recrystallised from methan... Reagents/catalysts: [Pd] (Pd). Starting materials: Cl[Si](C=C[Si](C)(C)Cl)(C)C (1,2-bis (chlorodimethylsilyl)ethene). RXN SMILES: [Cl:1][Si:2]([CH3:10])([CH3:9])[CH:3]=[CH:4][Si:5]([Cl:8])([CH3:7])[CH3:6]>[Pd]>[Cl:1][Si:2]([CH3:10])([CH3:9])[CH2:3][CH2:4][Si:5]([Cl:8])([CH3:7])[CH3:6]. Procedure: H2 gas was forced into 300.0 g (1.41 mol) of 1,2-bis (chlorodimethylsilyl)ethene and 1.5 g(0.7 mmol of pure Pd) of Pd/active carbon while stirring at a temperature of 50° C., until a pressure of 5.0 bar was reached. As a result of the reaction, the pressure gradually decreased again to about 2.0 to 2.5 bar (progressing hydrogenation reaction). Further H2 gas was forced in until a pressure of 5.0 bar was reached. Once again the pressure decreased to 2.0 to 2.5 bar, as a result of the hydrogenatio... Yields the product Cl[Si](CC[Si](C)(C)Cl)(C)C (1,2-bis(chlorodimethylsilyl)ethane). Run at temperature 50 celsius, time 2 hour.